From a dataset of the Open Reaction Database (ORD), a public repository of structured organic reaction records. describe an organic reaction: reactants, conditions, products, and yield Reactants: NC1=CC=C(C=C1)C(C)O (4-aminophenyl ethanol), C1CC(=O)N(C1=O)Br (NBS), CN(C)C=O (DMF). Run in C(C)(=O)OCC (ethyl acetate). Yields the product crude product, NC1=C(C=C(C=C1)CCO)Br (2-(4-Amino-3-bromophenyl)ethanol). RXN SMILES: [NH2:1][C:2]1[CH:7]=[CH:6][C:5]([CH:8](O)C)=[CH:4][CH:3]=1.C1C(=O)N([Br:18])C(=O)C1.CN([CH:22]=[O:23])C>C(OCC)(=O)C>[NH2:1][C:2]1[CH:7]=[CH:6][C:5]([CH2:8][CH2:22][OH:23])=[CH:4][C:3]=1[Br:18]. Procedure details: A solution of 4-aminophenyl ethanol (34 g, 0.25 mol) and NBS (35 g, 0.20 mol) in DMF (660 mL) was stirred at RT overnight. Then the mixture was diluted with ethyl acetate (2 L), washed with water (300 mL×4), dried over Na2SO4, concentrated in vacuo to give the crude product 2-(4-Amino-3-bromophenyl)ethanol. 1H NMR (400 MHz, CDCl3) δ 7.26 (d, J=1.6 Hz, 1H), 6.93 (d, J=1.6 Hz, 1H), 6.70 (s, 1H), 4.44 (br, 1H), 3.76 (t, J=6.4 Hz, 2H), 2.71 (t, J=6.4 Hz, 2H). Starting materials: Br.BrCC=1C=C2C=NNC2=CC1 (5-(bromomethyl)-1H-indazole Hydrogen Bromide), Br.BrCC=1C=C2C=NNC2=CC1 (5-(bromomethyl)-1H-indazole Hydrogen Bromide), O1CCCC=C1 (3,4-dihydro-2H-pyran). Run in C1CCOC1 (THF), C(Cl)Cl (methylene chloride). Conditions: time 12 hour. Yields the product BrCC=1C=C2C=NN(C2=CC1)C1OCCCC1 (5-(bromomethyl)-1-(2-tetrahydropyranyl)indazole). The yield is 80.8%. As a reaction SMILES: Br.[Br:2][CH2:3][C:4]1[CH:5]=[C:6]2[C:10](=[CH:11][CH:12]=1)[NH:9][N:8]=[CH:7]2.[O:13]1[CH:18]=[CH:17][CH2:16][CH2:15][CH2:14]1>C1COCC1.C(Cl)Cl>[Br:2][CH2:3][C:4]1[CH:5]=[C:6]2[C:10](=[CH:11][CH:12]=1)[N:9]([CH:14]1[CH2:15][CH2:16][CH2:17][CH2:18][O:13]1)[N:8]=[CH:7]2 |f:0.1|. Procedure: A yellow suspension of 5-(bromomethyl)-1H-indazole hydrogen bromide (compound 92, 3.0 g, 14 mmol) and 3,4-dihydro-2H-pyran (Aldrich, 2.4 g, 29 mmol) in THF (100 mL) was heated at reflux temperature for 2 hours. After cooling down to room temperature, the reaction mixture was stirred at room temperature for 12 hours under nitrogen. The reaction mixture was diluted with methylene chloride (250 mL), washed with saturated aqueous NaHCO3, water and brine. After drying (MgSO4), the solvent was removed...